From a dataset of the Open Reaction Database (ORD), a public repository of structured organic reaction records. describe an organic reaction: reactants, conditions, products, and yield Starting materials: C(C)OC(C(=O)C=1SC(=CC1)I)=O ((5-Iodothiophen-2-yl)-oxo-acetic acid ethyl ester), 1c. Run in O1CCOCC1 (1,4 dioxane), [OH-].[K+] (KOH). Run at time 4 hour. The product is IC1=CC=C(S1)C(C(=O)O)=O ((5-iodothiophen-2-yl)-oxo-acetic acid). Reaction SMILES: C([O:3][C:4](=[O:13])[C:5]([C:7]1[S:8][C:9]([I:12])=[CH:10][CH:11]=1)=[O:6])C>O1CCOCC1.[OH-].[K+]>[I:12][C:9]1[S:8][C:7]([C:5](=[O:6])[C:4]([OH:13])=[O:3])=[CH:11][CH:10]=1 |f:2.3|. Procedure: (5-Iodothiophen-2-yl)-oxo-acetic acid ethyl ester (0.298 g, 0.96 mmol) was dissolved in 1,4 dioxane (4 ml) and 20% KOH (0.5 ml). The reaction mixture was stirred at ambient temperature for 4 hours then volatile solvent was removed by rotary evaporation. The residue was dissolved in 5 ml water and extracted with diethyl ether (35 ml). The aqueous layer was acidified to pH 3-4 with glacial acetic acid, and extracted with ethyl acetate (3×35 ml). The combined ethyl acetate extracts were dried over ... Starting materials: P(=O)([O-])([O-])[O-].[K+].[K+].[K+] (Potassium phosphate), B1(C2CCCC1CCC2)CC3=CC=CC=C3 (B-benzyl-9-BBN), palladium acetate(II), C1(CCCCC1)P(C1=C(C=CC=C1)C1=C(C=CC=C1OC)OC)C1CCCCC1 (2-dicyclohexylphosphino-2′,6′-dimethoxybiphenyl), BrC1=C2C(=CN(C2=CC=C1)CCCOC)CN(C(OC(C)(C)C)=O)C1CC1 (tert-butyl {[4-bromo-1-(3-methoxypropyl)-1H-indol-3-yl]methyl}cyclopropylcarbamate). Run in CN(C=O)C (N,N-dimethylformamide), O1CCCC1 (tetrahydrofuran), C(C)(=O)OCC (ethyl acetate). Run at temperature 80 celsius, time 3 hour. Yields the product C(C1=CC=CC=C1)C1=C2C(=CN(C2=CC=C1)CCCOC)CN(C(OC(C)(C)C)=O)C1CC1 (tert-butyl {[4-benzyl-1-(3-methoxypropyl)-1H-indol-3-yl]methyl}cyclopropylcarbamate). The yield is 499.2%. As a reaction SMILES: P([O-])([O-])([O-])=O.[K+].[K+].[K+].B1(CC2C=CC=CC=2)C2CCCC1CCC2.C1(P(C2CCCCC2)[C:32]2[CH:37]=[CH:36][CH:35]=[CH:34][C:33]=2[C:38]2[C:43](OC)=[CH:42][CH:41]=[CH:40][C:39]=2OC)CCCCC1.BrC1C=CC=C2[C:56]=1[C:57]([CH2:69][N:70]([CH:78]1[CH2:80][CH2:79]1)[C:71](=[O:77])[O:72][C:73]([CH3:76])([CH3:75])[CH3:74])=[CH:58][N:59]2[CH2:64][CH2:65][CH2:66][O:67][CH3:68]>CN(C)C=O.C(OCC)(=O)C.O1CCCC1>[CH2:33]([C:34]1[CH:35]=[CH:36][CH:37]=[C:32]2[C:56]=1[C:57]([CH2:69][N:70]([CH:78]1[CH2:79][CH2:80]1)[C:71](=[O:77])[O:72][C:73]([CH3:76])([CH3:75])[CH3:74])=[CH:58][N:59]2[CH2:64][CH2:65][CH2:66][O:67][CH3:68])[C:38]1[CH:39]=[CH:40][CH:41]=[CH:42][CH:43]=1 |f:0.1.2.3|. Procedure: Potassium phosphate (498 mg), a 0.5M tetrahydrofuran-solution of B-benzyl-9-BBN (2.8 ml), palladium acetate(II) (21 mg), 2-dicyclohexylphosphino-2′,6′-dimethoxybiphenyl (38.5 mg) were added to a solution of tert-butyl {[4-bromo-1-(3-methoxypropyl)-1H-indol-3-yl]methyl}cyclopropylcarbamate (205 mg) in N,N-dimethylformamide (4.3 ml) and the mixture was stirred under argon atmosphere at 80° C. for 3 hours. The reaction mixture was diluted with ethyl acetate, washed with water and saturated brine su... The reactants are O=C(NCC(O)C(=O)NCc1ccccc1)OCc1ccccc1, CO. The product is NCC(O)C(=O)NCc1ccccc1. RXN SMILES: [CH2:1]([O:2][C:3](=[O:4])[NH:10][CH2:11][CH:12]([OH:13])[C:14]([NH:15][CH2:16][c:17]1[cH:18][cH:19][cH:20][cH:21][cH:22]1)=[O:23])[c:5]1[cH:6][cH:7][cH:8][cH:9][cH:24]1.[CH3:25][OH:26]>>[NH2:10][CH2:11][CH:12]([OH:13])[C:14]([NH:15][CH2:16][c:17]1[cH:18][cH:19][cH:20][cH:21][cH:22]1)=[O:23]. Starting materials: CC(C)OC(C)C, CC(C)(C)OC(=O)CNC(=O)CCc1cccc(-c2nc(=O)c3ccccc3s2)n1, O=C(O)C(F)(F)F. Yields the product O=C(O)CNC(=O)CCc1cccc(-c2nc(=O)c3ccccc3s2)n1. As a reaction SMILES: [CH:31]([O:32][CH:33]([CH3:34])[CH3:35])([CH3:36])[CH3:37].[O:1]=[c:2]1[n:3][c:4](-[c:12]2[cH:13][cH:14][cH:15][c:16]([CH2:18][CH2:19][C:20](=[O:21])[NH:22][CH2:23][C:24](=[O:25])[O:26][C:27]([CH3:28])([CH3:29])[CH3:30])[n:17]2)[s:5][c:6]2[c:7]1[cH:8][cH:9][cH:10][cH:11]2.[OH:38][C:39]([C:40]([F:41])([F:42])[F:43])=[O:44]>>[O:1]=[c:2]1[n:3][c:4](-[c:12]2[cH:13][cH:14][cH:15][c:16]([CH2:18][CH2:19][C:20](=[O:21])[NH:22][CH2:23][C:24](=[O:25])[OH:26])[n:17]2)[s:5][c:6]2[c:7]1[cH:8][cH:9][cH:10][cH:11]2. Starting materials: Cc1ccccc1, FC(F)(F)c1ccc(NCl)nc1, Nc1ccc(C(F)(F)F)cn1. The product is Nc1ncc(C(F)(F)F)cc1Cl. As a reaction SMILES: [CH3:24][c:25]1[cH:26][cH:27][cH:28][cH:29][cH:30]1.[Cl:12][NH:13][c:14]1[cH:15][cH:16][c:17]([C:18]([F:19])([F:20])[F:21])[cH:22][n:23]1.[NH2:1][c:2]1[n:3][cH:4][c:5]([C:8]([F:9])([F:10])[F:11])[cH:6][cH:7]1>>[NH2:1][c:2]1[n:3][cH:4][c:5]([C:8]([F:9])([F:10])[F:11])[cH:6][c:7]1[Cl:12]. Starting materials: COC=1C=C(C=CC1OC)CCC(=O)C1=C(C=CC(=C1)F)O (3-(3,4-dimethoxy-phenyl)-1-(5-fluoro-2-hydroxy-phenyl)-propan-1-one), N (NH3). The solvent is CO (methanol). Conditions: temperature 60 celsius. The product is COC=1C=C(C=CC1OC)CCC(=N)C1=C(C=CC(=C1)F)O (2-[3-(3,4-Dimethoxy-phenyl)-1-imino-propyl]-4-fluoro-phenol). Isolated yield 32.0%. RXN SMILES: [CH3:1][O:2][C:3]1[CH:4]=[C:5]([CH2:11][CH2:12][C:13]([C:15]2[CH:20]=[C:19]([F:21])[CH:18]=[CH:17][C:16]=2[OH:22])=O)[CH:6]=[CH:7][C:8]=1[O:9][CH3:10].[NH3:23]>CO>[CH3:1][O:2][C:3]1[CH:4]=[C:5]([CH2:11][CH2:12][C:13]([C:15]2[CH:20]=[C:19]([F:21])[CH:18]=[CH:17][C:16]=2[OH:22])=[NH:23])[CH:6]=[CH:7][C:8]=1[O:9][CH3:10]. Procedure details: A mixture of 1.72 g (5.6 mmol) 3-(3,4-dimethoxy-phenyl)-1-(5-fluoro-2-hydroxy-phenyl)-propan-1-one and 24 mL NH3 (7N) in methanol was heated to 60° C. for 16 h in a sealed tube. The mixture was concentrated and purified on silica eluting with a gradient formed from heptane and ethyl acetate. The product containing fractions were evaporated to yield 0.693 g (32%) of the title compound. MS (m/e): 304.1 (MH+). The reactants are OC1CCC(CC1)C(=O)O (4-hydroxycyclohexanecarboxylic acid), C(C)(=O)OCC (ethyl acetate), C([O-])(O)=O.[Na+] (sodium bicarbonate), S(O)(O)(=O)=O (sulfuric acid). Run in CO (methanol). Product: OC1CCC(CC1)C(=O)OC (Methyl 4-hydroxycyclohexanecarboxylate). Reaction SMILES: [OH:1][CH:2]1[CH2:7][CH2:6][CH:5]([C:8]([OH:10])=[O:9])[CH2:4][CH2:3]1.S(=O)(=O)(O)O.[C:16](OCC)(=O)C.C(=O)(O)[O-].[Na+]>CO>[OH:1][CH:2]1[CH2:7][CH2:6][CH:5]([C:8]([O:10][CH3:16])=[O:9])[CH2:4][CH2:3]1 |f:3.4|. Procedure details: 5.00 g (34.68 mmol) of 4-hydroxycyclohexanecarboxylic acid are dissolved in 80 ml of methanol, and 2 ml of conc. sulfuric acid are added slowly. The mixture is stirred under reflux for 20 h. After cooling to RT, the mixture is carefully poured into a mixture of 100 ml of ethyl acetate and 100 ml of saturated aqueous sodium bicarbonate solution. The phases are separated, and the organic phase is washed once with 20 ml of saturated aqueous ammonium chloride solution. The organic phase is dried ove...